From a dataset of the Open Reaction Database (ORD), a public repository of structured organic reaction records. describe an organic reaction: reactants, conditions, products, and yield Reactants: CCO, Cl, Cl, NO, [Na+], CC(C=O)c1ccc2c(=O)c3ccccc3ccc2c1, [OH-], O. Yields the product CC(C=NO)c1ccc2c(=O)c3ccccc3ccc2c1. Reaction SMILES: [CH3:28][CH2:29][OH:30].[ClH:21].[ClH:26].[NH2:22][OH:23].[Na+:25].[O:1]=[c:2]1[c:3]2[c:4]([cH:5][cH:6][c:7]3[c:8]1[cH:9][cH:10][c:11]([CH:13]([CH:14]=[O:15])[CH3:16])[cH:12]3)[cH:17][cH:18][cH:19][cH:20]2.[OH-:24].[OH2:27]>>[O:1]=[c:2]1[c:3]2[c:4]([cH:5][cH:6][c:7]3[c:8]1[cH:9][cH:10][c:11]([CH:13]([CH:14]=[N:22][OH:23])[CH3:16])[cH:12]3)[cH:17][cH:18][cH:19][cH:20]2. The reactants are COc1ccc(Cc2ccc(NC(=O)Nc3ccc(C)cc3)cc2)cn1, ClC(Cl)Cl, ClCCl, [Na+], O=C([O-])O, O. The product is Cc1ccc(NC(=O)Nc2ccc(Cc3ccc(=O)[nH]c3)cc2)cc1. As a reaction SMILES: [CH3:1][O:2][c:3]1[cH:4][cH:5][c:6]([CH2:9][c:10]2[cH:11][cH:12][c:13]([NH:16][C:17](=[O:18])[NH:19][c:20]3[cH:21][cH:22][c:23]([CH3:26])[cH:24][cH:25]3)[cH:14][cH:15]2)[cH:7][n:8]1.[CH:36]([Cl:37])([Cl:38])[Cl:39].[Cl:27][CH2:28][Cl:29].[Na+:35].[O-:31][C:32]([OH:33])=[O:34].[OH2:30]>>[O:2]=[c:3]1[cH:4][cH:5][c:6]([CH2:9][c:10]2[cH:11][cH:12][c:13]([NH:16][C:17](=[O:18])[NH:19][c:20]3[cH:21][cH:22][c:23]([CH3:26])[cH:24][cH:25]3)[cH:14][cH:15]2)[cH:7][nH:8]1. Reactants: ClC1=NC2=CC=C(C=C2C(=N1)NC1CCCC1)[N+](=O)[O-] (2-chloro-4-cyclopentylamino-6-nitroquinazoline), C(C=C)N (allylamine). Solvent: O (water). Reaction conditions: time 3 hour. The product is free base, Cl.C(C=C)NC1=NC2=CC=C(C=C2C(=N1)NC1CCCC1)[N+](=O)[O-] (2-Allylamino-4-cyclopentylamino-6-nitroquinazoline hydrochloride). Isolated yield 93.6%. Reaction SMILES: [Cl:1][C:2]1[N:11]=[C:10]([NH:12][CH:13]2[CH2:17][CH2:16][CH2:15][CH2:14]2)[C:9]2[C:4](=[CH:5][CH:6]=[C:7]([N+:18]([O-:20])=[O:19])[CH:8]=2)[N:3]=1.[CH2:21]([NH2:24])[CH:22]=[CH2:23]>O>[ClH:1].[CH2:21]([NH:24][C:2]1[N:11]=[C:10]([NH:12][CH:13]2[CH2:17][CH2:16][CH2:15][CH2:14]2)[C:9]2[C:4](=[CH:5][CH:6]=[C:7]([N+:18]([O-:20])=[O:19])[CH:8]=2)[N:3]=1)[CH:22]=[CH2:23] |f:3.4|. Reported procedure: To 128 mg (0.44 mmol) of 2-chloro-4-cyclopentylamino-6-nitroquinazoline was added 913 mg (16.00 mmol) of allylamine, followed by stirring at room temperature for 3 hours. To the reaction solution was water added, followed by extraction with ethyl acetate, washing with brine and drying over anhydrous sodium sulfate. After the solvent was distilled off, the residue was purified by a silica gel column to give 129 mg (yield: 93.6%) of a free base compound of the title compound. The reactants are O=[N+]([O-])c1ccc(-c2scc3c2OCCO3)cc1, CCCCCC, CCO, NN, O, [Pt]. The product is Nc1ccc(-c2scc3c2OCCO3)cc1. RXN SMILES: [CH2:1]1[O:2][c:3]2[c:4](-[c:10]3[cH:11][cH:12][c:13]([N+:16]([O-:17])=[O:18])[cH:14][cH:15]3)[s:5][cH:6][c:7]2[O:8][CH2:9]1.[CH3:22][CH2:23][CH2:24][CH2:25][CH2:26][CH3:27].[CH3:28][CH2:29][OH:30].[NH2:20][NH2:21].[OH2:19].[Pt:31]>>[CH2:1]1[O:2][c:3]2[c:4](-[c:10]3[cH:11][cH:12][c:13]([NH2:16])[cH:14][cH:15]3)[s:5][cH:6][c:7]2[O:8][CH2:9]1. Starting materials: ClCCCN1C(CCC2=CC=C(C=C12)C)=O (1-(3-chloropropyl)-7-methyl-3,4-dihydro-1H-quinolin-2-one), C(#N)C1=C(C(=O)C(=C(C1=O)Cl)Cl)C#N (DDQ), O1CCOCC1 (dioxane). The solvent is CCOC(=O)C (EtOAc). Product: ClCCCN1C(C=CC2=CC=C(C=C12)C)=O (1-(3-Chloropropyl)-7-methyl-1H-quinolin-2-one). The yield is 62.7%. Reaction SMILES: [Cl:1][CH2:2][CH2:3][CH2:4][N:5]1[C:14]2[C:9](=[CH:10][CH:11]=[C:12]([CH3:15])[CH:13]=2)[CH2:8][CH2:7][C:6]1=[O:16].C(C1C(=O)C(Cl)=C(Cl)C(=O)C=1C#N)#N.O1CCOCC1>CCOC(C)=O>[Cl:1][CH2:2][CH2:3][CH2:4][N:5]1[C:14]2[C:9](=[CH:10][CH:11]=[C:12]([CH3:15])[CH:13]=2)[CH:8]=[CH:7][C:6]1=[O:16]. Procedure: A microwave vial was charged with 1-(3-chloropropyl)-7-methyl-3,4-dihydro-1H-quinolin-2-one (0.21 g, 0.88 mmol), DDQ (0.30 g, 1.3 mmol), dioxane (4 mL) and sealed. After microwave irradiation, 175° C., 10 min, the reaction was diluted with EtOAc (50 mL), washed with sat aqueous NaHCO3 (2×15 mL) and the organic phase was dried over Na2SO4, filtered, and concentrated under reduced pressure. The residue was purified with prep RP-HPLC to yield the crude title compound (0.130 g), which was used witho...